From a dataset of the Open Reaction Database (ORD), a public repository of structured organic reaction records. describe an organic reaction: reactants, conditions, products, and yield Starting materials: C(=O)C=1N=C(C(=NC1N)N)C1=C(C(=CC(=C1)Cl)Cl)Cl (5-Formyl-2,6-Diamino-3-(2,3,5-trichlorophenyl)pyrazine), [BH4-].[Na+] (sodium borohydride), O (water). Solvent: C(C)O (ethanol). Run at time 1 hour. Product: OCC=1N=C(C(=NC1N)N)C1=C(C(=CC(=C1)Cl)Cl)Cl (5-Hydroxymethyl-2,6-Diamino-3-(2,3,5-trichlorophenyl)pyrazine). Reaction SMILES: [CH:1]([C:3]1[N:4]=[C:5]([C:11]2[CH:16]=[C:15]([Cl:17])[CH:14]=[C:13]([Cl:18])[C:12]=2[Cl:19])[C:6]([NH2:10])=[N:7][C:8]=1[NH2:9])=[O:2].[BH4-].[Na+].O>C(O)C>[OH:2][CH2:1][C:3]1[N:4]=[C:5]([C:11]2[CH:16]=[C:15]([Cl:17])[CH:14]=[C:13]([Cl:18])[C:12]=2[Cl:19])[C:6]([NH2:10])=[N:7][C:8]=1[NH2:9] |f:1.2|. Reported procedure: To a stirred solution of 5-Formyl-2,6-Diamino-3-(2,3,5-trichlorophenyl)pyrazine (0.198 g, 6.24×10−4 mole) in ethanol (100 ml) was added sodium borohydride (0.0359, 9.35×10−4 mole) at room temperature. The reaction was stirred at room temperature under nitrogen for 1 hr, water (1 ml) was added and the solution evaporated in vacuo. The residue was dissolved in ethyl acetate (200 ml), washed with brine, dried over magnesium sulphate, filtered and evaporated in vacuo. The product was purified by ‘fl... Starting materials: BrC(Br)(Br)Br, CCCc1cc(CO)cc(Cl)c1OC(C(=O)OC)c1ccc2c(c1)OCO2, ClCCl, c1ccc(P(c2ccccc2)c2ccccc2)cc1. Yields the product CCCc1cc(CBr)cc(Cl)c1OC(C(=O)OC)c1ccc2c(c1)OCO2. Reaction SMILES: [C:47]([Br:48])([Br:49])([Br:50])[Br:51].[Cl:1][c:2]1[c:3]([O:4][CH:5]([C:6](=[O:7])[O:8][CH3:9])[c:10]2[cH:11][c:12]3[c:13]([cH:14][cH:15]2)[O:16][CH2:17][O:18]3)[c:19]([CH2:25][CH2:26][CH3:27])[cH:20][c:21]([CH2:23][OH:24])[cH:22]1.[Cl:52][CH2:53][Cl:54].[c:28]1([P:29]([c:30]2[cH:31][cH:32][cH:33][cH:34][cH:35]2)[c:36]2[cH:37][cH:38][cH:39][cH:40][cH:41]2)[cH:42][cH:43][cH:44][cH:45][cH:46]1>>[Cl:1][c:2]1[c:3]([O:4][CH:5]([C:6](=[O:7])[O:8][CH3:9])[c:10]2[cH:11][c:12]3[c:13]([cH:14][cH:15]2)[O:16][CH2:17][O:18]3)[c:19]([CH2:25][CH2:26][CH3:27])[cH:20][c:21]([CH2:23][Br:48])[cH:22]1. Reactants: FS(F)(F)(F)(F)c1ccc(C=Cc2nc(CCl)co2)cc1, [H-], [Na+], CN(C)C=O, O, Oc1ccc(CCCCn2ccnn2)cc1. Product: FS(F)(F)(F)(F)c1ccc(C=Cc2nc(COc3ccc(CCCCn4ccnn4)cc3)co2)cc1. RXN SMILES: [Cl:19][CH2:20][c:21]1[n:22][c:23]([CH:26]=[CH:27][c:28]2[cH:29][cH:30][c:31]([S:34]([F:35])([F:36])([F:37])([F:38])[F:39])[cH:32][cH:33]2)[o:24][cH:25]1.[H-:1].[Na+:2].[O:41]=[CH:42][N:43]([CH3:44])[CH3:45].[OH2:40].[n:3]1([CH2:8][CH2:9][CH2:10][CH2:11][c:12]2[cH:13][cH:14][c:15]([OH:18])[cH:16][cH:17]2)[n:4][n:5][cH:6][cH:7]1>>[n:3]1([CH2:8][CH2:9][CH2:10][CH2:11][c:12]2[cH:13][cH:14][c:15]([O:18][CH2:20][c:21]3[n:22][c:23]([CH:26]=[CH:27][c:28]4[cH:29][cH:30][c:31]([S:34]([F:35])([F:36])([F:37])([F:38])[F:39])[cH:32][cH:33]4)[o:24][cH:25]3)[cH:16][cH:17]2)[n:4][n:5][cH:6][cH:7]1. Starting materials: ClC=1C(=C2C(=NC1)NC(=N2)C2=C(C=C(C=C2)OC)C2CCNCC2)N[C@H]2[C@H]([C@@H]1C=C[C@H]2C1)C(=O)N ((1S,2S,3R,4R)-3-[6-Chloro-2-(4-methoxy-2-piperidin-4-yl-phenyl)-3H-imidazo[4,5-b]pyridine-7-ylamino]-bicyclo[2.2.1]hept-5-ene-2-carboxylic acid amide), ClC=1C(=C2C(=NC1)NC(=N2)C2=C(C=C(C=C2)OC)C2CCNCC2)N[C@H]2[C@H]([C@@H]1C=C[C@H]2C1)C(=O)N ((1S,2S,3R,4R)-3-[6-Chloro-2-(4-methoxy-2-piperidin-4-yl-phenyl)-3H-imidazo[4,5-b]pyridine-7-ylamino]-bicyclo[2.2.1]hept-5-ene-2-carboxylic acid amide), C1[C@@H](C)O1 ((R)-propylene oxide). The solvent is CO (methanol). Product: ClC=1C(=C2C(=NC1)NC(=N2)C2=C(C=C(C=C2)OC)C2CCN(CC2)C[C@H](C)O)N[C@H]2[C@H]([C@@H]1C=C[C@H]2C1)C(=O)N ((1S,2S,3R,4R)-3-(6-Chloro-2-{2-[1-((S)-2-hydroxypropyl)-piperidin-4-yl]-4-methoxy-phenyl}-3H-imidazo[4,5-b]pyridin-7-ylamino)-bicyclo[2.2.1]hept-5-ene-2-carboxylic acid amide). Yield: 16.3%. As a reaction SMILES: [Cl:1][C:2]1[C:3]([NH:25][C@@H:26]2[C@@H:31]3[CH2:32][C@@H:28]([CH:29]=[CH:30]3)[C@@H:27]2[C:33]([NH2:35])=[O:34])=[C:4]2[N:10]=[C:9]([C:11]3[CH:16]=[CH:15][C:14]([O:17][CH3:18])=[CH:13][C:12]=3[CH:19]3[CH2:24][CH2:23][NH:22][CH2:21][CH2:20]3)[NH:8][C:5]2=[N:6][CH:7]=1.[CH2:36]1[O:39][C@@H:37]1[CH3:38]>CO>[Cl:1][C:2]1[C:3]([NH:25][C@@H:26]2[C@@H:31]3[CH2:32][C@@H:28]([CH:29]=[CH:30]3)[C@@H:27]2[C:33]([NH2:35])=[O:34])=[C:4]2[N:10]=[C:9]([C:11]3[CH:16]=[CH:15][C:14]([O:17][CH3:18])=[CH:13][C:12]=3[CH:19]3[CH2:20][CH2:21][N:22]([CH2:36][C@@H:37]([OH:39])[CH3:38])[CH2:23][CH2:24]3)[NH:8][C:5]2=[N:6][CH:7]=1. Procedure: (1S,2S,3R,4R)-3-[6-Chloro-2-(4-methoxy-2-piperidin-4-yl-phenyl)-3H-imidazo[4,5-b]pyridine-7-ylamino]-bicyclo[2.2.1]hept-5-ene-2-carboxylic acid amide (Compound XXX) (60 mg, 0.1 mmol) was stirred with (R)-propylene oxide (8.0 mg, 1.0 mmol) in methanol (5 mL) in a sealed tube overnight. The reaction was concentrated and the product purified by reverse phase chromatography (Gilson). Desired fractions were collected, combined, and neutralized by partitioning between dichloromethane and saturated sod... Reactants: ClC1=NC=C(C=N1)S(=O)(=O)C (2-chloro-5-(methylsulfonyl)pyrimidine), BrC=1C=NC(=NC1)Cl (5-bromo-2-chloropyrimidine), FC1(CCC(CC1)C1=C(C(=NC=2CC(CC(C12)OCC1=CC=C(C=C1)OC)(C)C)C1CCNCC1)C(C1=CC=C(C=C1)C(F)(F)F)F)F ((−)-4-(4,4-Difluorocyclohexyl)-3-{fluoro[4-(trifluoromethyl)phenyl]methyl}-5-[(4-methoxybenzyl)oxy]-7,7-dimethyl-2-(piperidin-4-yl)-5,6,7,8-tetrahydroquinoline). Product: FC1(CCC(CC1)C1=C(C(=NC=2CC(CC(C12)O)(C)C)C1CCN(CC1)C1=NC=C(C=N1)S(=O)(=O)C)C(C1=CC=C(C=C1)C(F)(F)F)F)F ((−)-4-(4,4-Difluorocyclohexyl)-3-{fluoro[4-(trifluoromethyl)phenyl]methyl}-7,7-dimethyl-2-{1-[5-(methylsulphonyl)pyrimidin-2-yl]piperidin-4-yl}-5,6,7,8-tetrahydroquinolin-5-ol), solid. Isolated yield 88.0%. As a reaction SMILES: Cl[C:2]1[N:7]=[CH:6][C:5]([S:8]([CH3:11])(=[O:10])=[O:9])=[CH:4][N:3]=1.BrC1C=NC(Cl)=NC=1.[F:20][C:21]1([F:67])[CH2:26][CH2:25][CH:24]([C:27]2[C:36]3[CH:35]([O:37]CC4C=CC(OC)=CC=4)[CH2:34][C:33]([CH3:48])([CH3:47])[CH2:32][C:31]=3[N:30]=[C:29]([CH:49]3[CH2:54][CH2:53][NH:52][CH2:51][CH2:50]3)[C:28]=2[CH:55]([F:66])[C:56]2[CH:61]=[CH:60][C:59]([C:62]([F:65])([F:64])[F:63])=[CH:58][CH:57]=2)[CH2:23][CH2:22]1>>[F:67][C:21]1([F:20])[CH2:26][CH2:25][CH:24]([C:27]2[C:36]3[CH:35]([OH:37])[CH2:34][C:33]([CH3:47])([CH3:48])[CH2:32][C:31]=3[N:30]=[C:29]([CH:49]3[CH2:54][CH2:53][N:52]([C:2]4[N:7]=[CH:6][C:5]([S:8]([CH3:11])(=[O:10])=[O:9])=[CH:4][N:3]=4)[CH2:51][CH2:50]3)[C:28]=2[CH:55]([F:66])[C:56]2[CH:61]=[CH:60][C:59]([C:62]([F:64])([F:65])[F:63])=[CH:58][CH:57]=2)[CH2:23][CH2:22]1. Procedure: Reactions similar to those of the first step of Example 2 and Example 38 were performed except for using 2-chloro-5-(methylsulfonyl)pyrimidine, which was prepared by a method similar to that of Reference Example 14, instead of 5-bromo-2-chloropyrimidine, and from 49 mg (72 μmol) of (−)-4-(4,4-Difluorocyclohexyl)-3-{fluoro[4-(trifluoromethyl)phenyl]methyl}-5-[(4-methoxybenzyl)oxy]-7,7-dimethyl-2-(piperidin-4-yl)-5,6,7,8-tetrahydroquinoline, which was prepared by a method similar to that of Refere... The reactants are CCC(=O)Oc2ccc1ccccc1c2 (substrate), c4ccc(B3OB(c1ccccc1)OB(c2ccccc2)O3)cc4 (effective_coupling_partner). The reagents and catalysts are PCy3. Reaction conditions: temperature 110 celsius, time 12 hour. Product: c3ccc(c2ccc1ccccc1c2)cc3. Reactants: OC([C@H](NC1=NC(SC1)=O)C(=O)N(C)C)(C)C (3-hydroxy-N,N-dimethyl-N2-(2-oxo-2,5-dihydro-1,3-thiazol-4-yl)-L-valinamide), FC(C1=C(CN2CCC(CC2)C=O)C=CC(=C1)C(F)(F)F)(F)F (1-[2,4-bis(trifluoromethyl)benzyl]piperidine-4-carbaldehyde), C(C)(=O)[O-].[NH2+]1CCCCC1 (piperidinium acetate). The solvent is CC(C)O (2-propanol). Conditions: temperature 60 celsius, time 8 hour. Product: FC(C1=C(CN2CCC(CC2)\C=C/2\C(=NC(S2)=O)N[C@@H](C(C)(C)O)C(=O)N(C)C)C=CC(=C1)C(F)(F)F)(F)F (N2-[(5Z)-5-({1-[2,4-bis(trifluoromethyl)benzyl]piperidin-4-yl}methylidene)-2-oxo-2,5-dihydro-1,3-thiazol-4-yl]-3-hydroxy-N,N-dimethyl-L-valinamide). The yield is 25.3%. As a reaction SMILES: [OH:1][C:2]([CH3:17])([CH3:16])[C@@H:3]([C:11]([N:13]([CH3:15])[CH3:14])=[O:12])[NH:4][C:5]1[CH2:9][S:8][C:7](=[O:10])[N:6]=1.[F:18][C:19]([F:40])([F:39])[C:20]1[CH:34]=[C:33]([C:35]([F:38])([F:37])[F:36])[CH:32]=[CH:31][C:21]=1[CH2:22][N:23]1[CH2:28][CH2:27][CH:26]([CH:29]=O)[CH2:25][CH2:24]1.C([O-])(=O)C.[NH2+]1CCCCC1>CC(O)C>[F:40][C:19]([F:18])([F:39])[C:20]1[CH:34]=[C:33]([C:35]([F:38])([F:37])[F:36])[CH:32]=[CH:31][C:21]=1[CH2:22][N:23]1[CH2:28][CH2:27][CH:26](/[CH:29]=[C:9]2/[C:5]([NH:4][C@H:3]([C:11]([N:13]([CH3:15])[CH3:14])=[O:12])[C:2]([OH:1])([CH3:17])[CH3:16])=[N:6][C:7](=[O:10])[S:8]/2)[CH2:25][CH2:24]1 |f:2.3|. Reported procedure: To a solution of 3-hydroxy-N,N-dimethyl-N2-(2-oxo-2,5-dihydro-1,3-thiazol-4-yl)-L-valinamide (300 mg) and 1-[2,4-bis(trifluoromethyl)benzyl]piperidine-4-carbaldehyde (392 mg) in 2-propanol (5 mL) was added piperidinium acetate (168 mg) at room temperature. The reaction mixture was stirred at 60° C. overnight, and the solvent was evaporated under reduced pressure. The residue was purified by silica gel column chromatography (NH, ethyl acetate/hexane) and recrystallized from ethyl acetate/heptane ... RXN SMILES: [CH:1]1([CH2:7][CH:8]2[CH2:13][CH2:12][CH2:11][CH2:10][N:9]2[CH2:14][CH2:15][C:16]2[C:24]3[C:19](=[CH:20][CH:21]=[C:22]([O:25][CH3:26])[CH:23]=3)[NH:18][C:17]=2[CH3:27])[CH2:6][CH2:5][CH2:4][CH2:3][CH2:2]1.[H-].[Na+].[Na].[CH3:31][O:32][C:33]1[CH:41]=[CH:40][CH:39]=[CH:38][C:34]=1[C:35](Cl)=[O:36]>CN(C=O)C>[CH3:31][O:32][C:33]1[CH:41]=[CH:40][CH:39]=[CH:38][C:34]=1[C:35]([N:18]1[C:19]2[C:24](=[CH:23][C:22]([O:25][CH3:26])=[CH:21][CH:20]=2)[C:16]([CH2:15][CH2:14][N:9]2[CH2:10][CH2:11][CH2:12][CH2:13][CH:8]2[CH2:7][CH:1]2[CH2:6][CH2:5][CH2:4][CH2:3][CH2:2]2)=[C:17]1[CH3:27])=[O:36] |f:1.2,^1:29|. The product is COC1=C(C(=O)N2C(=C(C3=CC(=CC=C23)OC)CCN2C(CCCC2)CC2CCCCC2)C)C=CC=C1 (1-(2-Methoxybenzoyl)-3-[2-(2-cyclohexylmethylpiperidino)ethyl]-5-methoxy-2-methylindole). The reactants are C1(CCCCC1)CC1N(CCCC1)CCC1=C(NC2=CC=C(C=C12)OC)C (3-[2-(2-cyclohexylmethylpiperidino)ethyl]-5-methoxy-2-methylindole), [H-].[Na+] (sodium hydride), [Na] (sodium), COC1=C(C(=O)Cl)C=CC=C1 (2-methoxybenzoyl chloride). Reported procedure: 1-(2-Methoxybenzoyl)-3-[2-(2-cyclohexylmethylpiperidino)ethyl]-5-methoxy-2-methylindole is prepared by reaction of 3-[2-(2-cyclohexylmethylpiperidino)ethyl]-5-methoxy-2-methylindole with sodium hydride in DMF and reaction of the resulting sodium salt with 2-methoxybenzoyl chloride following the procedure described above in Example 1. Run in CN(C)C=O (DMF).